Dataset: the Open Reaction Database (ORD), a public repository of structured organic reaction records. Task: describe an organic reaction: reactants, conditions, products, and yield Starting materials: CCCCP(CCCC)CCCC, Cc1ccccc1, CNC(=O)c1noc(C(CCCC2CCCCC2)CC(=O)OC(C)(C)C)n1, OCc1ccccn1. Reaction SMILES: [CH2:28]([P:29]([CH2:30][CH2:31][CH2:32][CH3:33])[CH2:34][CH2:35][CH2:36][CH3:37])[CH2:38][CH2:39][CH3:40].[CH3:49][c:50]1[cH:51][cH:52][cH:53][cH:54][cH:55]1.[CH:1]1([CH2:7][CH2:8][CH2:9][CH:10]([CH2:11][C:12](=[O:13])[O:14][C:15]([CH3:16])([CH3:17])[CH3:18])[c:19]2[n:20][c:21]([C:24](=[O:25])[NH:26][CH3:27])[n:22][o:23]2)[CH2:2][CH2:3][CH2:4][CH2:5][CH2:6]1.[OH:41][CH2:42][c:43]1[n:44][cH:45][cH:46][cH:47][cH:48]1>>[CH:1]1([CH2:7][CH2:8][CH2:9][CH:10]([CH2:11][C:12](=[O:13])[O:14][C:15]([CH3:16])([CH3:17])[CH3:18])[c:19]2[n:20][c:21]([C:24](=[O:25])[N:26]([CH3:27])[CH2:42][c:43]3[n:44][cH:45][cH:46][cH:47][cH:48]3)[n:22][o:23]2)[CH2:2][CH2:3][CH2:4][CH2:5][CH2:6]1. The product is CN(Cc1ccccn1)C(=O)c1noc(C(CCCC2CCCCC2)CC(=O)OC(C)(C)C)n1. The reactants are NNC(=S)N (thiosemicarbazide), Cl (hydrogen chloride), C(C(C)(C)C)(=O)O (pivalic acid), P(=O)(Cl)(Cl)Cl (phosphorus oxychloride). Solvent: O1CCOCC1 (dioxane), O (water). Yields the product NC=1SC(=NN1)C(C)(C)C (2-amino-5-tert-butyl-1,3,4-thiadiazole). Yield: 64.2%. RXN SMILES: [C:1](O)(=O)[C:2]([CH3:5])([CH3:4])[CH3:3].[NH2:8][NH:9][C:10]([NH2:12])=[S:11].P(Cl)(Cl)(Cl)=O.Cl>O1CCOCC1.O>[NH2:12][C:10]1[S:11][C:1]([C:2]([CH3:5])([CH3:4])[CH3:3])=[N:8][N:9]=1. Reported procedure: A three-liter reaction flask fitted with a power stirrer, heating mantle, dropping funnel, thermometer and water-cooled condenser was charged with 449 g (4.4 moles) of pivalic acid and 1500 ml of dioxane. To the stirred solution there was added 364 g (4.0 moles) of thiosemicarbazide. The dropping funnel was charged with 765 g (5.0 moles) of phosphorus oxychloride which was added to the well stirred solution in the reaction vessel. The reaction mixture was stirred and heated at 95°-100°. When the...